Dataset: the Open Reaction Database (ORD), a public repository of structured organic reaction records. Task: describe an organic reaction: reactants, conditions, products, and yield Reactants: Cc1ccc2cc(Br)ccc2n1, CCOC(=O)C=CC(=O)OCC, O=C([O-])[O-], CC(=O)[O-], CC(=O)[O-], [K+], [K+], CN(C)C=O, [Pd+2], Cc1ccccc1P(c1ccccc1C)c1ccccc1C. The product is CCOC(=O)C=C(C(=O)OCC)c1ccc2nc(C)ccc2c1. Reaction SMILES: [Br:1][c:2]1[cH:3][c:4]2[cH:5][cH:6][c:7]([CH3:12])[n:8][c:9]2[cH:10][cH:11]1.[C:13]([CH:14]=[CH:15][C:16](=[O:17])[O:18][CH2:19][CH3:20])(=[O:21])[O:22][CH2:23][CH3:24].[C:47](=[O:48])([O-:49])[O-:50].[C:58]([O-:59])(=[O:60])[CH3:61].[C:63]([O-:64])(=[O:65])[CH3:66].[K+:51].[K+:52].[O:53]=[CH:54][N:55]([CH3:56])[CH3:57].[Pd+2:62].[c:25]1([CH3:26])[cH:27][cH:28][cH:29][cH:30][c:31]1[P:32]([c:33]1[cH:34][cH:35][cH:36][cH:37][c:38]1[CH3:39])[c:40]1[cH:41][cH:42][cH:43][cH:44][c:45]1[CH3:46]>>[c:2]1([C:15](=[CH:14][C:13](=[O:21])[O:22][CH2:23][CH3:24])[C:16](=[O:17])[O:18][CH2:19][CH3:20])[cH:3][c:4]2[cH:5][cH:6][c:7]([CH3:12])[n:8][c:9]2[cH:10][cH:11]1. Starting materials: ClC1=NC=CC(=C1)C1=CN=C2N1N=CC(=N2)C(F)(F)F (7-(2-Chloropyridin-4-yl)-3-trifluoromethylimidazo[1,2-b][1,2,4]triazine), FC=1C=CC(=C(C#N)C1)B1OC(C(O1)(C)C)(C)C (5-fluoro-2-(4,4,5,5-tetramethyl-[1,3,2]dioxaborolan-2-yl)benzonitrile). Product: FC=1C=CC(=C(C#N)C1)C1=NC=CC(=C1)C1=CN=C2N1N=CC(=N2)C(F)(F)F (5-Fluoro-2-[4-(3-trifluoromethylimidazo[1,2-b][1,2,4]triazin-7-yl)pyridin-2-yl]benzonitrile). Yield: 24.0%. As a reaction SMILES: Cl[C:2]1[CH:7]=[C:6]([C:8]2[N:12]3[N:13]=[CH:14][C:15]([C:17]([F:20])([F:19])[F:18])=[N:16][C:11]3=[N:10][CH:9]=2)[CH:5]=[CH:4][N:3]=1.[F:21][C:22]1[CH:23]=[CH:24][C:25](B2OC(C)(C)C(C)(C)O2)=[C:26]([CH:29]=1)[C:27]#[N:28]>>[F:21][C:22]1[CH:23]=[CH:24][C:25]([C:2]2[CH:7]=[C:6]([C:8]3[N:12]4[N:13]=[CH:14][C:15]([C:17]([F:20])([F:19])[F:18])=[N:16][C:11]4=[N:10][CH:9]=3)[CH:5]=[CH:4][N:3]=2)=[C:26]([CH:29]=1)[C:27]#[N:28]. Procedure details: 7-(2-Chloropyridin-4-yl)-3-trifluoromethylimidazo[1,2-b][1,2,4]triazine was reacted with 5-fluoro-2-(4,4,5,5-tetramethyl-[1,3,2]dioxaborolan-2-yl)benzonitrile by a similar procedure to that described in Example 1, step g, to give the title compound in 24% yield: 1H NMR (400 MHz, CD Cl3) δ 7.48 (1H, ddd, J 2.7, 7.8, 8.6), 7.57 (1H, dd, J 2.7, 8.2), 8.01 (1H, dd, J 5.3, 8.8), 8.08 (1H, dd, J 1.8, 5.3), 8.63 (1H, dd, J 1.0, 1.8), 8.82 (1H, s), 8.92 (1H, s), 8.95 (1H, dd, J 1.0, 5.3). Reaction SMILES: [CH2:1]([O:8][C@H:9]1[C@H:15]([O:16][CH2:17][C:18]2[CH:23]=[CH:22][CH:21]=[CH:20][CH:19]=2)[C@@H:14]([O:24][CH2:25][C:26]2[CH:31]=[CH:30][CH:29]=[CH:28][CH:27]=2)[C@:13]2([C:33]3[CH:38]=[CH:37][C:36]([Cl:39])=[C:35]([CH2:40][C:41]4[CH:46]=[CH:45][C:44]([O:47][C:48]([F:51])([F:50])[F:49])=[CH:43][CH:42]=4)[CH:34]=3)[O:32][C@@:10]1([CH:52]=[O:53])[CH2:11][O:12]2)[C:2]1[CH:7]=[CH:6][CH:5]=[CH:4][CH:3]=1.[CH3:54][Mg]Br>O1CCCC1>[CH2:1]([O:8][C@H:9]1[C@H:15]([O:16][CH2:17][C:18]2[CH:23]=[CH:22][CH:21]=[CH:20][CH:19]=2)[C@@H:14]([O:24][CH2:25][C:26]2[CH:31]=[CH:30][CH:29]=[CH:28][CH:27]=2)[C@:13]2([C:33]3[CH:38]=[CH:37][C:36]([Cl:39])=[C:35]([CH2:40][C:41]4[CH:42]=[CH:43][C:44]([O:47][C:48]([F:51])([F:50])[F:49])=[CH:45][CH:46]=4)[CH:34]=3)[O:32][C@@:10]1([CH:52]([OH:53])[CH3:54])[CH2:11][O:12]2)[C:2]1[CH:3]=[CH:4][CH:5]=[CH:6][CH:7]=1. Procedure details: To a solution of (1S,2S,3S,4R,5S)-2,3,4-tribenzyloxy-5-[4-chloro-3-[[4-(trifluoromethoxy) phenyl]methyl]phenyl]-6,8-dioxabicyclo[3.2.1]octane-1-carbaldehyde 15p (0.71 g, 0.95 mmol) in dry tetrahydrofuran (15 mL) was added dropwise methylmagnesium bromide (0.64 mL, 1.91 mmol, 3M in tetrahydrofuran) under N2 at 0° C. After the addition, the mixture was warmed up to room temperature and stirred for 3 hours. The reaction mixture was quenched with saturated aqueous ammonium chloride (3 mL). To the mi... Reaction conditions: time 3 hour. The product is C(C1=CC=CC=C1)O[C@@H]1[C@@]2(CO[C@]([C@@H]([C@H]1OCC1=CC=CC=C1)OCC1=CC=CC=C1)(O2)C2=CC(=C(C=C2)Cl)CC2=CC=C(C=C2)OC(F)(F)F)C(C)O (1-[(1R,2S,3S,4R,5S)-2,3,4-tribenzyloxy-5-[4-chloro-3-[[4-(trifluoromethoxy) phenyl]methyl]phenyl]-6,8-dioxabicyclo[3.2.1]octan-1-yl]ethanol). Reactants: C(C1=CC=CC=C1)O[C@@H]1[C@@]2(CO[C@]([C@@H]([C@H]1OCC1=CC=CC=C1)OCC1=CC=CC=C1)(O2)C2=CC(=C(C=C2)Cl)CC2=CC=C(C=C2)OC(F)(F)F)C=O ((1S,2S,3S,4R,5S)-2,3,4-tribenzyloxy-5-[4-chloro-3-[[4-(trifluoromethoxy) phenyl]methyl]phenyl]-6,8-dioxabicyclo[3.2.1]octane-1-carbaldehyde), C[Mg]Br (methylmagnesium bromide). Run in O1CCCC1 (tetrahydrofuran). Isolated yield 14.4%. The reactants are NC1=NC(=C2NC=NC2=N1)N (2,6-Diaminopurine), [C@@H]1(C[C@H](O)[C@@H](CO)O1)N1C(=O)NC(=O)C(C)=C1 (Thymidine), purine nucleoside, F[C@@H]1[C@@H](O[C@@H]([C@H]1O)CO)N1C(=O)NC(=O)C(C)=C1 (1-(2-Deoxy-2-fluoro-β-D-arabinofuranosyl)thymine), [N-]=[N+]=[N-].[K+] (potassium azide). The solvent is [K] (potassium). Run at temperature 37 celsius, time 1 day. Product: NC1=NC(=C2N=CN(C2=N1)[C@H]1[C@H]([C@H](O)[C@H](O1)CO)F)N (2,6-Diamino-9-(2-deoxy-2-fluoro-β-D-arabinofuranosyl)-9H-purine). The yield is 58.6%. As a reaction SMILES: [NH2:1][C:2]1[N:10]=[C:9]2[C:5]([NH:6][CH:7]=[N:8]2)=[C:4]([NH2:11])[N:3]=1.[F:12][C@H:13]1[C@H:17]([OH:18])[C@@H:16]([CH2:19][OH:20])[O:15][C@H:14]1N1C=C(C)C(=O)NC1=O.[N-]=[N+]=[N-].[K+].[C@@H]1(N2C=C(C)C(=O)NC2=O)O[C@H](CO)[C@@H](O)C1>[K]>[NH2:1][C:2]1[N:10]=[C:9]2[C:5]([N:6]=[CH:7][N:8]2[C@@H:14]2[O:15][C@H:16]([CH2:19][OH:20])[C@@H:17]([OH:18])[C@@H:13]2[F:12])=[C:4]([NH2:11])[N:3]=1 |f:2.3,^1:50|. Procedure: 2,6-Diaminopurine (Pacific Chemical Laboratories, 1.0 g, 6.4 mmoles) and 1-(2-Deoxy-2-fluoro-β-D-arabinofuranosyl)thymine (C. H. Tann et al., J. Org. Chem. 50:3647, 1985; 0.3 g, 1.2 mmoles) was suspended in 100 ml of 5 mM potassium phsophate buffer, pH 7.0, which contained 0.04% (w/v) potassium azide. Thymidine phosphorylase (160,000 I.U.) and purine nucleoside phosphorylase (290,000 I.U.) (T. A. Krenitsky et al., Biochemistry, 20:3615, 1981 and U.S. Pat. No. 4,381,444) absorbed onto 69 ml of DE... Starting materials: Cl (hydrochloric acid), FC1=C(C=CC(=C1)F)N (2,4-difluoro-phenylamine), N1=CC=CC=C1 (pyridine), FC(C1=CC=C(C=C1)S(=O)(=O)Cl)(F)F (4-Trifluoromethyl-benzenesulfonyl chloride). The solvent is C(C)OCC (diethyl ether), ClCCl (dichloromethane). Conditions: time 20 minute. The product is FC1=C(C=CC(=C1)F)NS(=O)(=O)C1=CC=C(C=C1)C(F)(F)F (N-(2,4-difluoro-phenyl)-4-trifluoromethyl-benzenesulfonamide). The yield is 34.6%. RXN SMILES: [F:1][C:2]1[CH:7]=[C:6]([F:8])[CH:5]=[CH:4][C:3]=1[NH2:9].N1C=CC=CC=1.[F:16][C:17]([F:29])([F:28])[C:18]1[CH:23]=[CH:22][C:21]([S:24](Cl)(=[O:26])=[O:25])=[CH:20][CH:19]=1.Cl>ClCCl.C(OCC)C>[F:1][C:2]1[CH:7]=[C:6]([F:8])[CH:5]=[CH:4][C:3]=1[NH:9][S:24]([C:21]1[CH:20]=[CH:19][C:18]([C:17]([F:16])([F:28])[F:29])=[CH:23][CH:22]=1)(=[O:26])=[O:25]. Procedure: To 2,4-difluoro-phenylamine (1, 2.09 mL, 20.7 mmol) in 13.04 mL of dichloromethane, pyridine (0.522 mL, 6.45 mmol) was added and the mixture was stirred under nitrogen for 20 minutes. 4-Trifluoromethyl-benzenesulfonyl chloride (2, 5.00 g, 20.4 mmol) was added slowly and the reaction was stirred overnight. The reaction mixture was treated with 2 mL of 1 M hydrochloric acid in diethyl ether and allowed to sit for 1 hour. The solid precipitate was filtered off, and the filtrate was extracted with 1... Starting materials: OC(=S)CCC(c1ccccc1)(c1ccccc1)c1ccccc1, C(=NC1CCCCC1)=NC1CCCCC1, C1CCOC1, Oc1c(Cl)c(Cl)c(Cl)c(Cl)c1Cl. RXN SMILES: [C:1]([c:2]1[cH:3][cH:4][cH:5][cH:6][cH:7]1)([c:8]1[cH:9][cH:10][cH:11][cH:12][cH:13]1)([c:14]1[cH:15][cH:16][cH:17][cH:18][cH:19]1)[CH2:20][CH2:21][C:22](=[S:23])[OH:24].[CH:37]1([N:38]=[C:39]=[N:40][CH:41]2[CH2:42][CH2:43][CH2:44][CH2:45][CH2:46]2)[CH2:47][CH2:48][CH2:49][CH2:50][CH2:51]1.[O:52]1[CH2:53][CH2:54][CH2:55][CH2:56]1.[OH:25][c:26]1[c:27]([Cl:28])[c:29]([Cl:30])[c:31]([Cl:32])[c:33]([Cl:34])[c:35]1[Cl:36]>>[C:1]([c:2]1[cH:3][cH:4][cH:5][cH:6][cH:7]1)([c:8]1[cH:9][cH:10][cH:11][cH:12][cH:13]1)([c:14]1[cH:15][cH:16][cH:17][cH:18][cH:19]1)[CH2:20][CH2:21][C:22](=[S:23])[O:24][c:26]1[c:27]([Cl:28])[c:29]([Cl:30])[c:31]([Cl:32])[c:33]([Cl:34])[c:35]1[Cl:36]. The product is S=C(CCC(c1ccccc1)(c1ccccc1)c1ccccc1)Oc1c(Cl)c(Cl)c(Cl)c(Cl)c1Cl.